This data is from the Open Reaction Database (ORD), a public repository of structured organic reaction records. The task is: describe an organic reaction: reactants, conditions, products, and yield Product: Oc1cc2c(cc1Cl)OCO2. RXN SMILES: [CH2:18]([O:19][CH2:20][CH3:21])[CH3:22].[CH2:1]1[O:2][c:3]2[cH:4][cH:5][c:6]([OH:10])[cH:7][c:8]2[O:9]1.[Na+:12].[OH-:11].[S:13]([Cl:14])(=[O:15])([Cl:16])=[O:17]>>[CH2:1]1[O:2][c:3]2[cH:4][c:5]([Cl:16])[c:6]([OH:10])[cH:7][c:8]2[O:9]1. Starting materials: CCOCC, Oc1ccc2c(c1)OCO2, [Na+], [OH-], O=S(=O)(Cl)Cl. Starting materials: CCO, CC(C)(C)[O-], OCCCCl, [K+], Oc1ccc(S)cc1. Yields the product OCCCSc1ccc(O)cc1. RXN SMILES: [CH3:20][CH2:21][OH:22].[CH3:9][C:10]([CH3:11])([O-:12])[CH3:13].[Cl:15][CH2:16][CH2:17][CH2:18][OH:19].[K+:14].[OH:1][c:2]1[cH:3][cH:4][c:5]([SH:8])[cH:6][cH:7]1>>[OH:1][c:2]1[cH:3][cH:4][c:5]([S:8][CH2:16][CH2:17][CH2:18][OH:19])[cH:6][cH:7]1. Reactants: Cl.NO (hydroxylamine hydrochloride), C([O-])([O-])=O.[Na+].[Na+] (sodium carbonate), O=C(CCC(=O)O)C1=CC=C(C=C1)C1=CC=C(C=C1)C(F)(F)F (4-oxo-4-(4′-trifluoromethyl-biphenyl-4-yl)-butyric acid). Solvent: C(C)O (ethanol). The product is ON=C(CCC(=O)O)C1=CC=C(C=C1)C1=CC=C(C=C1)C(F)(F)F (4-hydroxyimino-4-(4′-trifluoromethyl-biphenyl-4-yl)-butyric acid). Yield: 60.9%. Reaction SMILES: O=[C:2]([C:8]1[CH:13]=[CH:12][C:11]([C:14]2[CH:19]=[CH:18][C:17]([C:20]([F:23])([F:22])[F:21])=[CH:16][CH:15]=2)=[CH:10][CH:9]=1)[CH2:3][CH2:4][C:5]([OH:7])=[O:6].Cl.[NH2:25][OH:26].C(=O)([O-])[O-].[Na+].[Na+]>C(O)C>[OH:26][N:25]=[C:2]([C:8]1[CH:13]=[CH:12][C:11]([C:14]2[CH:19]=[CH:18][C:17]([C:20]([F:23])([F:22])[F:21])=[CH:16][CH:15]=2)=[CH:10][CH:9]=1)[CH2:3][CH2:4][C:5]([OH:7])=[O:6] |f:1.2,3.4.5|. Procedure details: In a manner similar to Example 4, Step (c), 4-oxo-4-(4′-trifluoromethyl-biphenyl-4-yl)-butyric acid (1.20 g, 0.00372 mol) was allowed to react with hydroxylamine hydrochloride (0.3115 g, 0.00448 mol) in the presence of sodium carbonate (0.4768 g, 0.00450 mol) in absolute ethanol (20 mL) to give 0.764 g of 4-hydroxyimino-4-(4′-trifluoromethyl-biphenyl-4-yl)-butyric acid as a white solid; mp 134-136° C. The reactants are Cl.C(C1=CC=CC=C1)OC1=C(C=2CC[C@H]([C@@H](C2C=C1)O)NC(CCC1=CC=CC=C1)C)C(=O)N (trans-2-benzyloxy-5-hydroxy-6-(1-methyl-3-phenylpropylamino)-5,6,7,8-tetrahydro-1-naphthalenecarboxamide hydrochloride). The reagents and catalysts are [Pd] (palladium-on-carbon). The solvent is CO (methanol). The product is Cl.OC1=C(C=2CC[C@H]([C@@H](C2C=C1)O)NC(CCC1=CC=CC=C1)C)C(=O)N (trans-2,5-dihydroxy-6-(1-methyl-3-phenylpropylamino)-5,6,7,8-tetrahydro-1-naphthalenecarboxamide hydrochloride). The yield is 68.9%. RXN SMILES: [ClH:1].C([O:9][C:10]1[CH:19]=[CH:18][C:17]2[C@@H:16]([OH:20])[C@H:15]([NH:21][CH:22]([CH3:31])[CH2:23][CH2:24][C:25]3[CH:30]=[CH:29][CH:28]=[CH:27][CH:26]=3)[CH2:14][CH2:13][C:12]=2[C:11]=1[C:32]([NH2:34])=[O:33])C1C=CC=CC=1>CO.[Pd]>[ClH:1].[OH:9][C:10]1[CH:19]=[CH:18][C:17]2[C@@H:16]([OH:20])[C@H:15]([NH:21][CH:22]([CH3:31])[CH2:23][CH2:24][C:25]3[CH:26]=[CH:27][CH:28]=[CH:29][CH:30]=3)[CH2:14][CH2:13][C:12]=2[C:11]=1[C:32]([NH2:34])=[O:33] |f:0.1,4.5|. Procedure: In 50 ml of methanol was dissolved 1 g of trans-2-benzyloxy-5-hydroxy-6-(1-methyl-3-phenylpropylamino)-5,6,7,8-tetrahydro-1-naphthalenecarboxamide hydrochloride and catalytic reduction was carried out in the presence of 1 g of 10% palladium-on-carbon at atmospheric temperature and pressure. After the absorption of hydrogen was completed, the catalyst was filtered off and the filtrate was distilled under reduced pressure. To the residue was added 50 ml of ethyl ether, whereby 0.56 g of trans-2,5-... Starting materials: C(C1=CC=CC=C1)[C@H]1C(OCC(=N1)C1=CC=CC=C1)=O ((3S)-3-Benzyl-5-phenyl-3,6-dihydro-2H-1,4-oxazin-2-one). Reagents/catalysts: [Pd] (palladium on activated carbon). Solvent: CO (methanol). Conditions: time 5 hour. Yields the product C(C1=CC=CC=C1)[C@H]1C(OC[C@H](N1)C1=CC=CC=C1)=O ((3S,5R)-3-benzyl-5-phenyl-3,4,5,6-tetrahydro-2H-1,4-oxazin-2-one). Isolated yield 32.7%. As a reaction SMILES: [CH2:1]([C@@H:8]1[N:13]=[C:12]([C:14]2[CH:19]=[CH:18][CH:17]=[CH:16][CH:15]=2)[CH2:11][O:10][C:9]1=[O:20])[C:2]1[CH:7]=[CH:6][CH:5]=[CH:4][CH:3]=1>CO.[Pd]>[CH2:1]([C@@H:8]1[NH:13][C@H:12]([C:14]2[CH:15]=[CH:16][CH:17]=[CH:18][CH:19]=2)[CH2:11][O:10][C:9]1=[O:20])[C:2]1[CH:3]=[CH:4][CH:5]=[CH:6][CH:7]=1. Procedure details: To a solution of (3S)-3-Benzyl-5-phenyl-3,6-dihydro-2H-1,4-oxazin-2-one (1.56 g, 5.88 mmol, 1.0 equiv.) in anhydrous methanol (40 mL) under an atmosphere of nitrogen was added palladium on activated carbon (156 mg, 0.1 equiv. by mass). The mixture was consecutively degassed and purged three times with hydrogen and then stirred for 5 hours under an atmosphere of hydrogen. Filtration through a short pad of CELITE® diatomaceous earth and removal of solvent from the filtrate in vacuo yielded the cru... Reported procedure: Reductive amination was conducted according to J. Org. Chem., vol. 55, p. 2552 (1990) using 5-nitro-2-(4-oxopiperidin-1-yl) benzonitrile and thiomorpholine. Then, the nitro group was reduced in the same manner as in Starting Material Synthesis Example 40 to give the title compound, melting point: 138° C. Yields the product NC=1C=CC(=C(C#N)C1)N1CCC(CC1)N1CCSCC1 (5-Amino-2-(4-thiomorpholinopiperidin-1-yl)benzonitrile). As a reaction SMILES: [N+:1]([C:4]1[CH:5]=[CH:6][C:7]([N:12]2[CH2:17][CH2:16][C:15](=O)[CH2:14][CH2:13]2)=[C:8]([CH:11]=1)[C:9]#[N:10])([O-])=O.[NH:19]1[CH2:24][CH2:23][S:22][CH2:21][CH2:20]1>>[NH2:1][C:4]1[CH:5]=[CH:6][C:7]([N:12]2[CH2:17][CH2:16][CH:15]([N:19]3[CH2:24][CH2:23][S:22][CH2:21][CH2:20]3)[CH2:14][CH2:13]2)=[C:8]([CH:11]=1)[C:9]#[N:10]. Starting materials: [N+](=O)([O-])C=1C=CC(=C(C#N)C1)N1CCC(CC1)=O (5-nitro-2-(4-oxopiperidin-1-yl) benzonitrile), N1CCSCC1 (thiomorpholine). Reactants: [N+](=O)([O-])C1=C(SC2=C1C=CC=C2)S(=O)(=O)[O-] (mono nitro-benzothiophene-2-sulfonate), C([O-])([O-])=O.[Ag+2] (silver carbonate), CCCCCC.C(C)(=O)OCC (hexane ethyl acetate). The solvent is C(C)#N (acetonitrile), O (water). Reaction conditions: time 9 day. Yields the product [N+](=O)([O-])C=1C2=C(SC1S(=O)(=O)[O-])C=CC=C2.[Ag+] (Silver Mono Nitro-Benzo[b]Thiophene-2-Sulfonate). Yield: 98.2%. Reaction SMILES: [N+:1]([C:4]1[C:8]2[CH:9]=[CH:10][CH:11]=[CH:12][C:7]=2[S:6][C:5]=1[S:13]([O-:16])(=[O:15])=[O:14])([O-:3])=[O:2].C(=O)([O-])[O-].[Ag+2:21].CCCCCC.C(OCC)(=O)C>C(#N)C.O>[N+:1]([C:4]1[C:8]2[CH:9]=[CH:10][CH:11]=[CH:12][C:7]=2[S:6][C:5]=1[S:13]([O-:16])(=[O:14])=[O:15])([O-:3])=[O:2].[Ag+:21] |f:1.2,3.4,7.8|. Procedure: To a solution of mono nitro-benzothiophene-2-sulfonate (0.5177 g, 1.86 mmol) in 50 mL of acetonitrile and 1 mL of water was added silver carbonate (0.6169 g, 2.24 mmol) in portions in darkness. The resulting suspension was stirred overnight for 9 days, until no starting material is shown on the thin layer chromatography with an eluent of hexane/ethyl acetate (1:4). The mixture was filtered through half an inch of Celite® and the solid was washed with 3×40 mL acetonitrile. The organic filtrate wa...